From a dataset of the Open Reaction Database (ORD), a public repository of structured organic reaction records. describe an organic reaction: reactants, conditions, products, and yield Starting materials: C1(=CC=CC=C1)COC(=O)N1CC2N(CC1)C(OC2(C)C)=O ((Phenylmethyl)tetrahydro-3-oxo-1,1-dimethyl-3H-oxazolo[3,4-a]pyrazine-7(1H)-carboxylate), FC1=CC=C(CN=C=O)C=C1 (4-Fluorobenzyl isocyanate). RXN SMILES: C1(CO[C:9]([N:11]2[CH2:16][CH2:15][N:14]3[C:17](=[O:22])[O:18][C:19]([CH3:21])([CH3:20])[CH:13]3[CH2:12]2)=[O:10])C=CC=CC=1.[F:23][C:24]1[CH:33]=[CH:32][C:27]([CH2:28][N:29]=C=O)=[CH:26][CH:25]=1>C(O)C.[C].[Pd]>[F:23][C:24]1[CH:33]=[CH:32][C:27]([CH2:28][NH:29][C:9]([N:11]2[CH2:16][CH2:15][N:14]3[C:17](=[O:22])[O:18][C:19]([CH3:20])([CH3:21])[CH:13]3[CH2:12]2)=[O:10])=[CH:26][CH:25]=1 |f:3.4|. Product: FC1=CC=C(C=C1)CNC(=O)N1CC2N(CC1)C(OC2(C)C)=O (N-[(4-Fluorophenyl)methyl]-tetrahydro-1,1-dimethyl-3-oxo-3H-oxazolo[3,4-a]pyrazine-7(1H)-carboxamide). Reagents/catalysts: [C].[Pd] (Palladium carbon). Procedure: (Phenylmethyl)tetrahydro-3-oxo-1,1-dimethyl-3H-oxazolo[3,4-a]pyrazine-7(1H)-carboxylate (0.12 g, 0.39 mmol) was dissolved in ethanol (10 mL). 10% Palladium carbon (12 mg) was added thereto, and the mixture was stirred under hydrogen atmosphere at room temperature overnight. The reaction solution was filtered through Celite, the Celite was washed with ethanol, and the filtrate was concentrated under reduced pressure. The residue was dissolved in tetrahydrofuran (10 mL). 4-Fluorobenzyl isocyanate ... Run in C(C)O (ethanol). Conditions: time 8 hour. Isolated yield 87.8%. The product is C(C1=CC=CC=C1)N1C[C@H]([C@@H](C1)C)C=1NC(C2=C(N1)N(N=C2)C2CCSCC2)=O (6-[(3S,4S)-1-benzyl-4-methylpyrrolidin-3-yl]-1-(tetrahydro-2H-thiopyran-4-yl)-1,5-dihydro-4H-pyrazolo[3,4-d]pyrimidin-4-one). Reactants: 6-[(3,4-trans)-1-benzyl-4-methylpyrrolidin-3-yl]-1-(2-methoxyphenyl)-1,5-dihydro-4H-pyrazolo[3,4-d]pyrimidin-4-one, NC1=C(C=NN1C1CCSCC1)C(=O)N (5-amino-1-(tetrahydro-2H-thiopyran-4-yl)-1H-pyrazole-4-carboxamide), COC(=O)[C@@H]1CN(C[C@H]1C)CC1=CC=CC=C1 ((3S,4S)-methyl-1-benzyl-4-methylpyrrolidine-3-carboxylate). RXN SMILES: [NH2:1][C:2]1[N:6]([CH:7]2[CH2:12][CH2:11][S:10][CH2:9][CH2:8]2)[N:5]=[CH:4][C:3]=1[C:13]([NH2:15])=[O:14].CO[C:18]([C@H:20]1[C@H:24]([CH3:25])[CH2:23][N:22]([CH2:26][C:27]2[CH:32]=[CH:31][CH:30]=[CH:29][CH:28]=2)[CH2:21]1)=O>>[CH2:26]([N:22]1[CH2:23][C@@H:24]([CH3:25])[C@H:20]([C:18]2[NH:15][C:13](=[O:14])[C:3]3[CH:4]=[N:5][N:6]([CH:7]4[CH2:12][CH2:11][S:10][CH2:9][CH2:8]4)[C:2]=3[N:1]=2)[CH2:21]1)[C:27]1[CH:32]=[CH:31][CH:30]=[CH:29][CH:28]=1. Procedure details: Following the procedure for the preparation of 6-[(3,4-trans)-1-benzyl-4-methylpyrrolidin-3-yl]-1-(2-methoxyphenyl)-1,5-dihydro-4H-pyrazolo[3,4-d]pyrimidin-4-one but substituting 5-amino-1-(tetrahydro-2H-thiopyran-4-yl)-1H-pyrazole-4-carboxamide and (3S,4S)-methyl-1-benzyl-4-methylpyrrolidine-3-carboxylate provided the title compound. 400 MHz 1H NMR (CDCl3) δ 8.02 (s, 1H), 7.41-7.26 (m, 5H), 4.60-4.53 (m, 1H), 3.86-3.83 (m, 1H), 3.65 (m, 1H), 3.41-3.37 (m, 1H), 3.02 (m, 1H), 2.94-2.75 (m, 4H), 2... The reactants are FC1=C(C=C(C=C1)B(O)O)N1N=CN=C1 (4-Fluoro-3-([1,2,4]triazol-1-yl)phenylboronic acid), BrC1=CN=C2N1C=CC(=N2)C(F)(F)F (3-bromo-7-trifluoromethylimidazo[1,2-α]pyrimidine). The product is FC1=C(C=C(C=C1)C1=CN=C2N1C=CC(=N2)C(F)(F)F)N2N=CN=C2 (3-[4-fluoro-3-([1,2,4]triazol-1-yl)phenyl]-7-trifluoromethylimidazo[1,2-α]pyrimidine). RXN SMILES: [F:1][C:2]1[CH:7]=[CH:6][C:5](B(O)O)=[CH:4][C:3]=1[N:11]1[CH:15]=[N:14][CH:13]=[N:12]1.Br[C:17]1[N:21]2[CH:22]=[CH:23][C:24]([C:26]([F:29])([F:28])[F:27])=[N:25][C:20]2=[N:19][CH:18]=1>>[F:1][C:2]1[CH:7]=[CH:6][C:5]([C:17]2[N:21]3[CH:22]=[CH:23][C:24]([C:26]([F:27])([F:28])[F:29])=[N:25][C:20]3=[N:19][CH:18]=2)=[CH:4][C:3]=1[N:11]1[CH:15]=[N:14][CH:13]=[N:12]1. Procedure details: 4-Fluoro-3-([1,2,4]triazol-1-yl)phenylboronic acid (100 mg, 0.48 mmol) was coupled to 3-bromo-7-trifluoromethylimidazo[1,2-α]pyrimidine (117 mg, 0.44 mmol) using the method in Example 1. Purification by chromatography on silica gel eluting with dichloromethane containing 2% methanol, then recrystallisation from dichloromethane/isohexane, gave 3-[4-fluoro-3-([1,2,4]triazol-1-yl)phenyl]-7-trifluoromethylimidazo[1,2-α]pyrimidine as a yellow solid: δH (360 MHz, CDCl3) 7.31 (1H, d, J 7), 7.51-7.60 (2... The reactants are C(Cl)Cl (DCM), O1CCN(CC1)CCN=[N+]=[N-] (2-morpholino-ethylazide), CuSO4 pentahydrate, O=C1C(O)=C([O-])[C@H](O1)[C@@H](O)CO.[Na+] (sodiumascorbate), C(#C)C1=CC=C(C=C1)S(=O)(=O)N1C=C(C=C1)/C=C/C(=O)NOC1OCCCC1 ((E)-3-[1-(4-Ethynyl-benzenesulfonyl)-1H-pyrrol-3-yl]-N-(tetrahydro-pyran-2-yloxy)-acrylamide). The solvent is O (water), CC(C)(C)O (t-BuOH). Product: O1C(CCCC1)ONC(\C=C\C1=CN(C=C1)S(=O)(=O)C1=CC=C(C=C1)C=1N=NN(C1)CCN1CCOCC1)=O ((E)-N-(Tetrahydro-pyran-2-yloxy)-3-(1-{4-[1-(2-morpholin-4-yl-ethyl)-1H-[1,2,3]triazol-4-yl]-benzenesulfonyl}-1H-pyrrol-3-yl)-acrylamide). The yield is 27.0%. RXN SMILES: [O:1]1[CH2:6][CH2:5][N:4]([CH2:7][CH2:8][N:9]=[N+:10]=[N-:11])[CH2:3][CH2:2]1.O=C1O[C@H]([C@H](CO)O)C([O-])=C1O.[Na+].[C:25]([C:27]1[CH:32]=[CH:31][C:30]([S:33]([N:36]2[CH:40]=[CH:39][C:38](/[CH:41]=[CH:42]/[C:43]([NH:45][O:46][CH:47]3[CH2:52][CH2:51][CH2:50][CH2:49][O:48]3)=[O:44])=[CH:37]2)(=[O:35])=[O:34])=[CH:29][CH:28]=1)#[CH:26].C(Cl)Cl>O.CC(O)(C)C>[O:48]1[CH2:49][CH2:50][CH2:51][CH2:52][CH:47]1[O:46][NH:45][C:43](=[O:44])/[CH:42]=[CH:41]/[C:38]1[CH:39]=[CH:40][N:36]([S:33]([C:30]2[CH:29]=[CH:28][C:27]([C:25]3[N:11]=[N:10][N:9]([CH2:8][CH2:7][N:4]4[CH2:5][CH2:6][O:1][CH2:2][CH2:3]4)[CH:26]=3)=[CH:32][CH:31]=2)(=[O:35])=[O:34])[CH:37]=1 |f:1.2|. Procedure: To a stirred mixture of 2-morpholino-ethylazide (0.30 mmol) in water (2 ml) are added CuSO4 pentahydrate (0.02 mmol), sodiumascorbate (0.04 mmol) and (E)-3-[1-(4-Ethynyl-benzenesulfonyl)-1H-pyrrol-3-yl]-N-(tetrahydro-pyran-2-yloxy)-acrylamide (0.30 mmol) in t-BuOH (1 ml) at room temperature. The reaction mixture is stirred over night. After addition of DCM the organic phase is separated, evaporated under reduced pressure and purified by prep. HPLC yielding 0.081 mmol of the title compound. The product is CC(Oc1cc(NS(=O)(=O)N2CCOCC2)nc(SCc2cccc(F)c2F)n1)C(O)CO. Reaction SMILES: [CH3:44][OH:45].[F:1][c:2]1[c:3]([CH2:4][S:5][c:6]2[n:7][c:8]([O:22][CH:23]([CH3:24])[CH:25]3[O:26][C:27]([CH3:30])([CH3:31])[O:28][CH2:29]3)[cH:9][c:10]([NH:12][S:13](=[O:14])(=[O:15])[N:16]3[CH2:17][CH2:18][O:19][CH2:20][CH2:21]3)[n:11]2)[cH:32][cH:33][cH:34][c:35]1[F:36].[F:37][C:38]([F:39])([F:40])[C:41]([OH:42])=[O:43]>>[F:1][c:2]1[c:3]([CH2:4][S:5][c:6]2[n:7][c:8]([O:22][CH:23]([CH3:24])[CH:25]([OH:26])[CH2:29][OH:28])[cH:9][c:10]([NH:12][S:13](=[O:14])(=[O:15])[N:16]3[CH2:17][CH2:18][O:19][CH2:20][CH2:21]3)[n:11]2)[cH:32][cH:33][cH:34][c:35]1[F:36]. Starting materials: CO, CC(Oc1cc(NS(=O)(=O)N2CCOCC2)nc(SCc2cccc(F)c2F)n1)C1COC(C)(C)O1, O=C(O)C(F)(F)F. Starting materials: C, Cc1c(C(=O)C(C)C)oc2ccc(OCc3ccccc3)cc12, NCCN, CCO, [Pd]. Yields the product Cc1c(C(=O)C(C)C)oc2ccc(O)cc12. RXN SMILES: [C:31].[CH2:1]([c:2]1[cH:3][cH:4][cH:5][cH:6][cH:7]1)[O:8][c:9]1[cH:10][cH:11][c:12]2[c:13]([c:14]([CH3:22])[c:15]([C:17]([CH:18]([CH3:19])[CH3:20])=[O:21])[o:16]2)[cH:23]1.[CH2:27]([NH2:28])[CH2:29][NH2:30].[CH3:24][CH2:25][OH:26].[Pd:32]>>[OH:8][c:9]1[cH:10][cH:11][c:12]2[c:13]([c:14]([CH3:22])[c:15]([C:17]([CH:18]([CH3:19])[CH3:20])=[O:21])[o:16]2)[cH:23]1.